From a dataset of the Open Reaction Database (ORD), a public repository of structured organic reaction records. describe an organic reaction: reactants, conditions, products, and yield The reactants are O (water), [H-].[Na+] (sodium hydride), C(C1=CC=CC=C1)Cl (benzyl chloride), BrC1=C(C(=NC(=C1)Br)C(=O)OC)O (METHYL 4,6-DIBROMO-3-HYDROXYPYRIDINE-2-CARBOXYLATE). Solvent: CN(C)C=O (DMF). Reaction conditions: time 15 minute. The product is BrC1=C(C(=NC(=C1)Br)C(=O)OC)OCC1=CC=CC=C1 (METHYL 4,6-DIBROMO-3-BENZYLOXYPYRIDINE-2-CARBOXYLATE). Yield: 90.6%. Reaction SMILES: [H-].[Na+].[Br:3][C:4]1[CH:9]=[C:8]([Br:10])[N:7]=[C:6]([C:11]([O:13][CH3:14])=[O:12])[C:5]=1[OH:15].[CH2:16](Cl)[C:17]1[CH:22]=[CH:21][CH:20]=[CH:19][CH:18]=1.O>CN(C=O)C>[Br:3][C:4]1[CH:9]=[C:8]([Br:10])[N:7]=[C:6]([C:11]([O:13][CH3:14])=[O:12])[C:5]=1[O:15][CH2:16][C:17]1[CH:22]=[CH:21][CH:20]=[CH:19][CH:18]=1 |f:0.1|. Procedure details: To a stirred mixture of sodium hydride (0.6 g) in DMF (50 mL) was slowly added 14 (7.1 g). After the addition was complete, the mixture was stirred at room temperature for 15 minutes, then benzyl chloride (3.05 g) was added all at once. The mixture was then heated at 90° C. for six hours, cooled, poured into water (500 mL) and extracted with ether (2×200 mL). The ether extracts were combined, washed with 2N NaOH (50 mL), dried (MgSO4) and the solvent was evaporated to give 15 as a light yellow s... Reactants: FC1=C(C(=O)N=C=O)C(=CC=C1)F (2,6-difluorobenzoylisocyanate), C1(CC1)C(C1=CC=C(C=C1)Cl)=NOCC1=CC=C(N)C=C1 (4-(α-cyclopropyl-4-chlorobenzylideneaminooxymethyl)aniline). The solvent is C(C)OCC (diethyl ether), C(C)OCC (diethylether). Run at time 3 hour. Product: FC1=C(C(=O)NC(=O)NC2=CC=C(C=C2)CON=C(C2=CC=C(C=C2)Cl)C2CC2)C(=CC=C1)F (N-(2,6-difluorobenzoyl)-N'-[4-(α-cyclopropyl-4-chlorobenzylideneaminooxymethyl)phenyl]urea). As a reaction SMILES: [F:1][C:2]1[CH:12]=[CH:11][CH:10]=[C:9]([F:13])[C:3]=1[C:4]([N:6]=[C:7]=[O:8])=[O:5].[CH:14]1([C:17](=[N:25][O:26][CH2:27][C:28]2[CH:34]=[CH:33][C:31]([NH2:32])=[CH:30][CH:29]=2)[C:18]2[CH:23]=[CH:22][C:21]([Cl:24])=[CH:20][CH:19]=2)[CH2:16][CH2:15]1>C(OCC)C>[F:1][C:2]1[CH:12]=[CH:11][CH:10]=[C:9]([F:13])[C:3]=1[C:4]([NH:6][C:7]([NH:32][C:31]1[CH:33]=[CH:34][C:28]([CH2:27][O:26][N:25]=[C:17]([CH:14]2[CH2:16][CH2:15]2)[C:18]2[CH:23]=[CH:22][C:21]([Cl:24])=[CH:20][CH:19]=2)=[CH:29][CH:30]=1)=[O:8])=[O:5]. Procedure details: 36.6 g of 2,6-difluorobenzoylisocyanate in 50 ml of dry diethyl ether were added to a solution of 59.0 g 4-(α-cyclopropyl-4-chlorobenzylideneaminooxymethyl)aniline in 700 ml of dry diethylether with external cooling at 0°-10° C. After stirring for 3 hours at 0°-10° C. the formed precipitate was sucked off, washed with diethyl ether, and dried. The product obtained in a yield of 76.0 g was chromatographed over silica, chloroform being used as an eluent. The desired product was isolated in a yield...